The task is: describe an organic reaction: reactants, conditions, products, and yield. This data is from the Open Reaction Database (ORD), a public repository of structured organic reaction records. Starting materials: C(C)OC(=O)COC=1C(=NN2C1C=CC(=C2)CC)C(C)C (3-Ethoxycarbonylmethyloxy-6-ethyl-2-isopropylpyrazolo[1,5-a]pyridine), Cl (hydrochloric acid). Run in [OH-].[Na+] (sodium hydroxide). Run at temperature 90 celsius. Product: C(=O)(O)COC=1C(=NN2C1C=CC(=C2)CC)C(C)C (3-Carboxymethyloxy-6-ethyl-2-isopropylpyrazolo[1,5-a]-pyridine). Yield: 82.8%. RXN SMILES: C([O:3][C:4]([CH2:6][O:7][C:8]1[C:9]([CH:19]([CH3:21])[CH3:20])=[N:10][N:11]2[CH:16]=[C:15]([CH2:17][CH3:18])[CH:14]=[CH:13][C:12]=12)=[O:5])C.Cl>[OH-].[Na+]>[C:4]([CH2:6][O:7][C:8]1[C:9]([CH:19]([CH3:20])[CH3:21])=[N:10][N:11]2[CH:16]=[C:15]([CH2:17][CH3:18])[CH:14]=[CH:13][C:12]=12)([OH:5])=[O:3] |f:2.3|. Procedure: To 500 mg of the compound prepared in Example 6 were added 20 ml of 2N sodium hydroxide solution, and the mixture was heated for 1 hour in a water bath at 90° C. The reaction mixture was neutrallized with 2N hydrochloric acid to be acidic condition (pH 3) under cooling in an ice bath. The resulting precipitates were collected by filtration and recrystallized from a mixture of benzene and hexane to give 374 mg (83.9%) of the desired product as colorless powder, mp 118°-119° C. Starting materials: N=1SN=C2C1C=CC(=C2)C2=C(C(C(O2)(C)C)=O)Br (5-(benzo[c][1,2,5]thiadiazol-5-yl)-4-bromo-2,2-dimethylfuran-3(2H)-one), CC1(OB(OC1(C)C)C1=CC=C(OCC2=NC3=CC=CC=C3C=C2)C=C1)C (2-((4-(4,4,5,5-tetramethyl-1,3,2-dioxaborolan-2-yl)phenoxy)methyl)quinoline), C(=O)([O-])[O-].[Cs+].[Cs+] (Cs2CO3). The reagents and catalysts are C1=CC=C(C=C1)P([C-]2C=CC=C2)C3=CC=CC=C3.C1=CC=C(C=C1)P([C-]2C=CC=C2)C3=CC=CC=C3.Cl[Pd]Cl.[Fe+2] (Pd(dppf)Cl2). Run in C1(=CC=CC=C1)C (toluene), O (water). The product is N=1SN=C2C1C=CC(=C2)C2=C(C(C(O2)(C)C)=O)C2=CC=C(C=C2)OCC2=NC1=CC=CC=C1C=C2 (5-(benzo[c][1,2,5]thiadiazol-5-yl)-2,2-dimethyl-4-(4-(quinolin-2-ylmethoxy)phenyl)furan-3(2H)-one). The yield is 9.3%. RXN SMILES: [N:1]1[S:2][N:3]=[C:4]2[CH:9]=[C:8]([C:10]3[O:14][C:13]([CH3:16])([CH3:15])[C:12](=[O:17])[C:11]=3Br)[CH:7]=[CH:6][C:5]=12.CC1(C)C(C)(C)OB([C:27]2[CH:44]=[CH:43][C:30]([O:31][CH2:32][C:33]3[CH:42]=[CH:41][C:40]4[C:35](=[CH:36][CH:37]=[CH:38][CH:39]=4)[N:34]=3)=[CH:29][CH:28]=2)O1.C([O-])([O-])=O.[Cs+].[Cs+]>C1(C)C=CC=CC=1.O.C1C=CC(P(C2C=CC=CC=2)[C-]2C=CC=C2)=CC=1.C1C=CC(P(C2C=CC=CC=2)[C-]2C=CC=C2)=CC=1.Cl[Pd]Cl.[Fe+2]>[N:1]1[S:2][N:3]=[C:4]2[CH:9]=[C:8]([C:10]3[O:14][C:13]([CH3:16])([CH3:15])[C:12](=[O:17])[C:11]=3[C:27]3[CH:28]=[CH:29][C:30]([O:31][CH2:32][C:33]4[CH:42]=[CH:41][C:40]5[C:35](=[CH:36][CH:37]=[CH:38][CH:39]=5)[N:34]=4)=[CH:43][CH:44]=3)[CH:7]=[CH:6][C:5]=12 |f:2.3.4,7.8.9.10|. Procedure: A solution of 5-(benzo[c][1,2,5]thiadiazol-5-yl)-4-bromo-2,2-dimethylfuran-3(2H)-one (0.45 g, 1.465 mmol), 2-((4-(4,4,5,5-tetramethyl-1,3,2-dioxaborolan-2-yl)phenoxy)methyl)quinoline (0.634 g, 1.759 mmol), and Cs2CO3 (2.3 g, 7.329 mmol) in toluene (10 mL) and water (5 mL) was degassed. Then, Pd(dppf)Cl2 (0.24 g, 0.293 mmol) was added under an inert atmosphere and the solution was again degassed. The reaction was then refluxed for 12 h, filtered through a pad of Celite® and the filtrate was dilut... Starting materials: ClC1=CC=C(C=C1)C1(N=C(NC1(C)C1=CC=C(C=C1)Cl)C1=C(C=C(C=C1)C(C)(C)OC)OCC)C (rac-(4S*,5R*)-4,5-bis-(4-chloro-phenyl)-2-[2-ethoxy-4-(1-methoxy-1-methyl-ethyl)-phenyl]-4,5-dimethyl-4,5-dihydro-1H-imidazole), C(=O)(Cl)Cl (phosgene). Run in C(C)N(CC)CC (triethylamine). The product is ClC1=CC=C(C=C1)C1(N=C(N(C1(C)C1=CC=C(C=C1)Cl)C(=O)Cl)C1=C(C=C(C=C1)C(C)(C)OC)OCC)C (rac-(4S*,5R*)-4,5-Bis-(4-chloro-phenyl)-2-[2-ethoxy-4-(1-methoxy-1-methyl-ethyl)-phenyl]-4,5-dimethyl-4,5-dihydro-imidazole-1-carbonyl chloride). RXN SMILES: [Cl:1][C:2]1[CH:7]=[CH:6][C:5]([C:8]2([CH3:35])[C:12]([C:14]3[CH:19]=[CH:18][C:17]([Cl:20])=[CH:16][CH:15]=3)([CH3:13])[NH:11][C:10]([C:21]3[CH:26]=[CH:25][C:24]([C:27]([O:30][CH3:31])([CH3:29])[CH3:28])=[CH:23][C:22]=3[O:32][CH2:33][CH3:34])=[N:9]2)=[CH:4][CH:3]=1.[C:36](Cl)([Cl:38])=[O:37]>C(N(CC)CC)C>[Cl:1][C:2]1[CH:7]=[CH:6][C:5]([C:8]2([CH3:35])[C:12]([C:14]3[CH:15]=[CH:16][C:17]([Cl:20])=[CH:18][CH:19]=3)([CH3:13])[N:11]([C:36]([Cl:38])=[O:37])[C:10]([C:21]3[CH:26]=[CH:25][C:24]([C:27]([O:30][CH3:31])([CH3:28])[CH3:29])=[CH:23][C:22]=3[O:32][CH2:33][CH3:34])=[N:9]2)=[CH:4][CH:3]=1. Procedure details: In a manner analogous to the method described in example 3, rac-(4S*,5R*)-4,5-bis-(4-chloro-phenyl)-2-[2-ethoxy-4-(1-methoxy-1-methyl-ethyl)-phenyl]-4,5-dimethyl-4,5-dihydro-1H-imidazole was reacted with phosgene in the presence of triethylamine to give the title compound. The reactants are COC(C1=CN=C(C=C1)OCC=1C(=NOC1C)C1CCCCC1)=O (6-(3-cyclohexyl-5-methyl-isoxazol-4-ylmethoxy)-nicotinic acid methyl ester), COC(C1=CN=C(C=C1)OCC=1C(=NOC1C)C1CCCC1)=O (6-(3-cyclopentyl-5-methyl-isoxazol-4-ylmethoxy)-nicotinic acid methyl ester). Product: C(C)(C)NC(C1=CN=C(C=C1)OCC=1C(=NOC1C)C1CCCCC1)=O (N-Isopropyl-6-[5-methyl-3-cyclohexyl-isoxazol-4-ylmethoxy]-nicotinamide). Isolated yield 4.0%. RXN SMILES: CO[C:3](=[O:24])[C:4]1[CH:9]=[CH:8][C:7]([O:10][CH2:11][C:12]2[C:13]([CH:18]3[CH2:23][CH2:22][CH2:21][CH2:20][CH2:19]3)=[N:14][O:15][C:16]=2[CH3:17])=[N:6][CH:5]=1.COC(=O)C1C=CC(OC[C:36]2[C:37]([CH:42]3CCCC3)=[N:38]OC=2C)=NC=1>>[CH:37]([NH:38][C:3](=[O:24])[C:4]1[CH:9]=[CH:8][C:7]([O:10][CH2:11][C:12]2[C:13]([CH:18]3[CH2:19][CH2:20][CH2:21][CH2:22][CH2:23]3)=[N:14][O:15][C:16]=2[CH3:17])=[N:6][CH:5]=1)([CH3:42])[CH3:36]. Reported procedure: As described for example 30d, 6-(3-cyclohexyl-5-methyl-isoxazol-4-ylmethoxy)-nicotinic acid methyl ester (708 mg, 1.5 mmol), instead of 6-(3-cyclopentyl-5-methyl-isoxazol-4-ylmethoxy)-nicotinic acid methyl ester, was converted to the title compound (19 mg, 4%) which was obtained as a white solid after purification by chromatography (silica, 0 to 5% methanol in dichloromethane) and trituration with diisopropyl ether. MS: m/e=358.5 [M+H]+. The reactants are CC1=NC2(CCCc3ccc(Br)cc32)N=C1N, CC1CCCO1, OB(O)c1cncc(Cl)c1, [K+], [K+], O=C([O-])[O-]. As a reaction SMILES: [Br:11][c:12]1[cH:13][cH:14][c:15]2[c:26]([cH:27]1)[C:19]1([CH2:18][CH2:17][CH2:16]2)[N:20]=[C:21]([CH3:25])[C:22]([NH2:24])=[N:23]1.[CH3:28][CH:29]1[CH2:30][CH2:31][CH2:32][O:33]1.[Cl:1][c:2]1[cH:3][c:4]([B:8]([OH:9])[OH:10])[cH:5][n:6][cH:7]1.[K+:34].[K+:35].[O-:36][C:37]([O-:38])=[O:39]>>[Cl:1][c:2]1[cH:3][c:4](-[c:12]2[cH:13][cH:14][c:15]3[c:26]([cH:27]2)[C:19]2([CH2:18][CH2:17][CH2:16]3)[N:20]=[C:21]([CH3:25])[C:22]([NH2:24])=[N:23]2)[cH:5][n:6][cH:7]1. Yields the product CC1=NC2(CCCc3ccc(-c4cncc(Cl)c4)cc32)N=C1N. Starting materials: O (water), COC(C1=C(C=C(C=C1)F)F)=O (2,4-difluoro-benzoic acid methyl ester), CN1CCNCC1 (1-methyl-piperazine), C(=O)([O-])[O-].[K+].[K+] (K2CO3). Run in CN(C=O)C (N,N-dimethylformamide). Run at temperature 100 celsius, time 4 hour. Yields the product COC(C1=C(C=C(C=C1)N1CCN(CC1)C)F)=O (2-fluoro-4-(4-methyl-piperazin-1-yl)-benzoic acid methyl ester), COC(C1=C(C=C(C=C1)F)N1CCN(CC1)C)=O (4-fluoro-2-(4-methyl-piperazin-1-yl)-benzoic acid methyl ester). RXN SMILES: [CH3:1][O:2][C:3](=[O:12])[C:4]1[CH:9]=[CH:8][C:7]([F:10])=[CH:6][C:5]=1[F:11].[CH3:13][N:14]1[CH2:19][CH2:18][NH:17][CH2:16][CH2:15]1.C([O-])([O-])=O.[K+].[K+].O>CN(C)C=O>[CH3:1][O:2][C:3](=[O:12])[C:4]1[CH:9]=[CH:8][C:7]([N:17]2[CH2:18][CH2:19][N:14]([CH3:13])[CH2:15][CH2:16]2)=[CH:6][C:5]=1[F:11].[CH3:1][O:2][C:3](=[O:12])[C:4]1[CH:9]=[CH:8][C:7]([F:10])=[CH:6][C:5]=1[N:17]1[CH2:18][CH2:19][N:14]([CH3:13])[CH2:15][CH2:16]1 |f:2.3.4|. Procedure details: A mixture of 2,4-difluoro-benzoic acid methyl ester (4.5 g, 26.2 mmol), 1-methyl-piperazine (4.36 mL, 39.2 mmol, 1.5 eq.) and K2CO3 (3.62 g, 26.2 mmol, 1 eq.) in N,N-dimethylformamide (10 mL) was stirred at 100° C. for 4 hours. The mixture was then poured into 200 mL of water and extracted with 150 mL of EtOAc. The organic layer was separated, washed with water (100 mL) dried over sodium sulphate and evaporated to dryness. The crude was purified by flash chromatography on silica gel, using a mix...